The task is: describe an organic reaction: reactants, conditions, products, and yield. This data is from the Open Reaction Database (ORD), a public repository of structured organic reaction records. Starting materials: FC=1C(=C2C=CC(=NC2=CC1)C)N1C=NC=C1 (6-fluoro-5-(imidazol-1-yl)-2-methylquinoline), N1=CC=CC=C1 (pyridine). Solvent: C(C)(=O)O (acetic acid). The product is FC=1C(=C2CCC(NC2=CC1)C)N1C=NC=C1 (6-fluoro-5-(imidazol-1-yl)-1,2,3,4-tetrahydro-2-methylquinoline). As a reaction SMILES: [F:1][C:2]1[C:3]([N:13]2[CH:17]=[CH:16][N:15]=[CH:14]2)=[C:4]2[C:9](=[CH:10][CH:11]=1)[N:8]=[C:7]([CH3:12])[CH:6]=[CH:5]2.N1C=CC=CC=1>C(O)(=O)C>[F:1][C:2]1[C:3]([N:13]2[CH:17]=[CH:16][N:15]=[CH:14]2)=[C:4]2[C:9](=[CH:10][CH:11]=1)[NH:8][CH:7]([CH3:12])[CH2:6][CH2:5]2. Procedure: A solution of 10.2 g (44.9 mmole) of 6-fluoro-5-(imidazol-1-yl)-2-methylquinoline, 16.7 g (180 mmole) of pyridine:diborane complex (that commercially available from Aldrich) and 200 ml of glacial acetic acid was stirred for about 22 hours at about 20° C. The solution was evaporated to reduce its volume, then 100 ml of 10% hydrochloric acid was added in small portions. The solution was heated on a steam bath for another one hour, then cooled with an ice bath and basified (pH 9 to 10) with 10% aqu... Starting materials: P(=O)(OCC1=CC=CC=C1)(OCC1=CC=CC=C1)[O-] (Dibenzyl phosphate), C([O-])([O-])=O.[Ag+2] (Silver carbonate). Run in [Al] (aluminum), C(C)#N (acetonitrile), O (water). The product is P(=O)(OCC1=CC=CC=C1)(OCC1=CC=CC=C1)[O-].[Ag+] (Silver dibenzyl phosphate). As a reaction SMILES: [P:1]([O-:19])([O:11][CH2:12][C:13]1[CH:18]=[CH:17][CH:16]=[CH:15][CH:14]=1)([O:3][CH2:4][C:5]1[CH:10]=[CH:9][CH:8]=[CH:7][CH:6]=1)=[O:2].C(=O)([O-])[O-].[Ag+2:24]>C(#N)C.O.[Al]>[P:1]([O-:19])([O:3][CH2:4][C:5]1[CH:10]=[CH:9][CH:8]=[CH:7][CH:6]=1)([O:11][CH2:12][C:13]1[CH:18]=[CH:17][CH:16]=[CH:15][CH:14]=1)=[O:2].[Ag+:24] |f:1.2,6.7|. Reported procedure: Dibenzyl phosphate (10 mmole, 2.78 g) is dissolved in a mixture of acetonitrile (20 ml) and water (10 ml). Silver carbonate (10 mmole, 2.76 g) is added, and the mixture is stirred at room temperature in the dark (wrapped in aluminum foil) for 2 hours. Excess of silver carbonate is removed by filtration. The solution is evaporated to dryness, and dried over P2O5 in the dark to constant weight (2 days). Yield of silver dibenzoyl phosphate is 3.61 g.